Dataset: the Open Reaction Database (ORD), a public repository of structured organic reaction records. Task: describe an organic reaction: reactants, conditions, products, and yield Reactants: BrC1=CC=C(O1)C(=O)O (5-bromofuran-2-carboxylic acid), C1(=CC=CC=C1)B(O)O (phenylboronic acid), [O-]P(=O)([O-])[O-].[K+].[K+].[K+] (K3PO4). Run in CN(C)C=O (DMF). Reaction conditions: temperature 150 celsius. Product: C1(=CC=CC=C1)C1=CC=C(O1)C(=O)O (5-phenylfuran-2-carboxylic acid). The yield is 55.5%. Reaction SMILES: Br[C:2]1[O:6][C:5]([C:7]([OH:9])=[O:8])=[CH:4][CH:3]=1.[C:10]1(B(O)O)[CH:15]=[CH:14][CH:13]=[CH:12][CH:11]=1.[O-]P([O-])([O-])=O.[K+].[K+].[K+]>CN(C=O)C>[C:10]1([C:2]2[O:6][C:5]([C:7]([OH:9])=[O:8])=[CH:4][CH:3]=2)[CH:15]=[CH:14][CH:13]=[CH:12][CH:11]=1 |f:2.3.4.5|. Procedure: A solution of 5-bromofuran-2-carboxylic acid (381 mg, 2 mmol), phenylboronic acid (488 mg, 4 mmol) in DMF (3 ml) was place in a microwave reaction tube and treated with a 2 M K3PO4(aq) (2 ml, 4 mmol). The solution was purged with nitrogen for 10 minutes before adding Pd(PPh3)4 (1.5 mg) catalyst. The mixture was again purged with nitrogen for 5 minutes before the reaction tube was sealed. The mixture was heated in a microwave oven at 150° C. for 30 minutes. The reaction mixture was filtered and t... Reactants: CCCCOC(C)Oc1ccc(-c2ccc3c(c2)C=C(C(=O)Nc2ccc(CN(C)C4CCCOC4)cc2)CCN3)cc1, CC1(CC(=O)O)OCCO1, CN(C)C=O, C1CCOC1, O=S(Cl)Cl, c1ccncc1. Product: CCCCOC(C)Oc1ccc(-c2ccc3c(c2)C=C(C(=O)Nc2ccc(CN(C)C4CCCOC4)cc2)CCN3C(=O)CC2(C)OCCO2)cc1. RXN SMILES: [CH2:20]([CH2:21][CH2:22][CH3:23])[O:24][CH:25]([CH3:26])[O:27][c:28]1[cH:29][cH:30][c:31](-[c:34]2[cH:35][cH:36][c:37]3[c:38]([cH:62]2)[CH:39]=[C:40]([C:44](=[O:45])[NH:46][c:47]2[cH:48][cH:49][c:50]([CH2:53][N:54]([CH:55]4[CH2:56][CH2:57][CH2:58][O:59][CH2:60]4)[CH3:61])[cH:51][cH:52]2)[CH2:41][CH2:42][NH:43]3)[cH:32][cH:33]1.[CH3:6][C:7]1([CH2:12][C:13](=[O:14])[OH:15])[O:8][CH2:9][CH2:10][O:11]1.[O:1]=[CH:2][N:3]([CH3:4])[CH3:5].[O:63]1[CH2:64][CH2:65][CH2:66][CH2:67]1.[S:16]([Cl:17])([Cl:18])=[O:19].[cH:68]1[cH:69][cH:70][n:71][cH:72][cH:73]1>>[CH3:6][C:7]1([CH2:12][C:13](=[O:15])[N:43]2[c:37]3[cH:36][cH:35][c:34](-[c:31]4[cH:30][cH:29][c:28]([O:27][CH:25]([O:24][CH2:20][CH2:21][CH2:22][CH3:23])[CH3:26])[cH:33][cH:32]4)[cH:62][c:38]3[CH:39]=[C:40]([C:44](=[O:45])[NH:46][c:47]3[cH:48][cH:49][c:50]([CH2:53][N:54]([CH:55]4[CH2:56][CH2:57][CH2:58][O:59][CH2:60]4)[CH3:61])[cH:51][cH:52]3)[CH2:41][CH2:42]2)[O:8][CH2:9][CH2:10][O:11]1. The reactants are [Cl-].[Al+3].[Cl-].[Cl-] (aluminum chloride), C=CC=CC (1,3-pentadiene), C1(=CC=CC=C1)C (toluene), O=C(C)C=C(C)C (mesityl oxide), C1(=CC=CC=C1)C (toluene), C1(=CC=CC=C1)C (toluene). Run at time 3 hour. Product: CC(=O)C1C(C=CCC1(C)C)C (2,6,6-trimethyl-3-cyclohexenyl methyl ketone). As a reaction SMILES: [Cl-].[Al+3].[Cl-].[Cl-].[O:5]=[C:6]([CH:8]=[C:9]([CH3:11])[CH3:10])[CH3:7].C=CC=CC.[C:17]1([CH3:23])[CH:22]=CC=[CH:19][CH:18]=1>>[CH3:7][C:6]([CH:8]1[C:17]([CH3:23])([CH3:22])[CH2:18][CH:19]=[CH:10][CH:9]1[CH3:11])=[O:5] |f:0.1.2.3|. Procedure: In a 3-liter four-necked flask equipped with a dropping funnel, thermometer, condenser and a stirrer, placed were aluminum chloride (70 g) and toluene (300 ml) under ice cooling in a nitrogen gas stream. Under stirring, a solution of mesityl oxide (120 g) in toluene (300 ml) was added drop by drop during 1 hour at 2 to 5° C. After the addition, a solution of 1,3-pentadiene (450 g) in toluene (1,200 ml) was added drop by drop at 0 to −5° C. during 4 hours. After the addition, the mixture was stir... Starting materials: C(C)(C)(C)OC(=O)N1CCC2=C(CC1)C(=C(C=C2)Cl)SC(N(C)C)=O (3-tert-butoxycarbonyl-7-chloro-6-dimethylcarbamoylthio-2,3,4,5-tetrahydro-1H-benzo[d]azepine), COC(CCCCBr)=O (methyl-5-bromovalerate). The product is Cl.ClC1=C(C2=C(CCNCC2)C=C1)SCCCCC(=O)OC (7-Chloro-6-(4-methoxycarbonyl-butylthio)-2,3,4,5-tetrahydro-1H-benzo[d]azepine Hydrochloride). Procedure details: Use a method similar to the Example 387 to react 3-tert-butoxycarbonyl-7-chloro-6-dimethylcarbamoylthio-2,3,4,5-tetrahydro-1H-benzo[d]azepine with methyl-5-bromovalerate. Purify by preparative TLC eluting with 19:1 DCM/saturated ammonia in methanol. Use a method similar to the General Procedure 2-2 to give the title compound as a white solid. MS (APCI+) m/z: 328 (M+H)+. RXN SMILES: C(OC([N:8]1[CH2:14][CH2:13][C:12]2[C:15]([S:20][C:21](=O)N(C)C)=[C:16]([Cl:19])[CH:17]=[CH:18][C:11]=2[CH2:10][CH2:9]1)=O)(C)(C)C.[CH3:26][O:27][C:28](=[O:34])[CH2:29][CH2:30][CH2:31]CBr>>[ClH:19].[Cl:19][C:16]1[CH:17]=[CH:18][C:11]2[CH2:10][CH2:9][NH:8][CH2:14][CH2:13][C:12]=2[C:15]=1[S:20][CH2:21][CH2:31][CH2:30][CH2:29][C:28]([O:27][CH3:26])=[O:34] |f:2.3|. Starting materials: C1(=CC=CC=C1)N=C=O (Phenyl isocyanate), N1(C=NC=C1)NC1=CC=C(C#N)C=C1 (4-[N-(1H-imidazol-1-yl)amino]benzonitrile). The solvent is C1CCOC1 (THF). Run at temperature 50 celsius, time 8 hour. Product: C(#N)C1=CC=C(C=C1)N(C(=O)NC1=CC=CC=C1)N1C=NC=C1 (N-(4-cyanopheny)-N-(1H-imidazol-1-yl)-N′-phenylurea). As a reaction SMILES: [C:1]1([N:7]=[C:8]=[O:9])[CH:6]=[CH:5][CH:4]=[CH:3][CH:2]=1.[N:10]1([NH:15][C:16]2[CH:23]=[CH:22][C:19]([C:20]#[N:21])=[CH:18][CH:17]=2)[CH:14]=[CH:13][N:12]=[CH:11]1>C1COCC1>[C:20]([C:19]1[CH:18]=[CH:17][C:16]([N:15]([N:10]2[CH:14]=[CH:13][N:12]=[CH:11]2)[C:8]([NH:7][C:1]2[CH:6]=[CH:5][CH:4]=[CH:3][CH:2]=2)=[O:9])=[CH:23][CH:22]=1)#[N:21]. Reported procedure: Phenyl isocyanate (3.6 ml, 32.6 mmol) was added to a solution of 4-[N-(1H-imidazol-1-yl)amino]benzonitrile (5 g, 27.17 mmol) in THF (50 ml). The mixture was stirred at 50° C. overnight and after evaporation was crystallised in acetone/EtOH to give white crystals (2.5 g, 30.3%, 178° C.). Starting materials: Cl.NO (hydroxylamine hydrochloride), material, C1(=CC=C(C=C1)S(=O)(=O)O)C (p-toluenesulfonic acid), CC1=CC(=NC(=C1)N1C(=CC=C1C)C)CCCCC(=O)OC (Methyl 5-(4-methyl-6-(2,5-dimethylpyrrol-1-yl)-2-pyridinyl)pentanoate), [OH-].[K+] (potassium hydroxide). Run in O (water), CO (methanol), C(C)O (ethanol), O (water). Reaction conditions: time 2 hour. Product: NC1=CC(=CC(=N1)CCCCC(=O)OC)C (methyl 5-(6-amino-4-methyl-2-pyridinyl)pentanoate). Isolated yield 48.7%. RXN SMILES: [CH3:1][C:2]1[CH:7]=[C:6]([N:8]2C(C)=CC=C2C)[N:5]=[C:4]([CH2:15][CH2:16][CH2:17][CH2:18][C:19]([O:21][CH3:22])=[O:20])[CH:3]=1.[OH-].[K+].Cl.NO.C1(C)C=CC(S(O)(=O)=O)=CC=1>C(O)C.CO.O>[NH2:8][C:6]1[N:5]=[C:4]([CH2:15][CH2:16][CH2:17][CH2:18][C:19]([O:21][CH3:22])=[O:20])[CH:3]=[C:2]([CH3:1])[CH:7]=1 |f:1.2,3.4|. Procedure details: Methyl 5-(4-methyl-6-(2,5-dimethylpyrrol-1-yl)-2-pyridinyl)pentanoate (330 mg, 1.10 mmol) was dissolved in 6.0 mL of 95% ethanol, and 1.0 mL of water was added followed by 199 mg (3.08 mmol) of 87% potassium hydroxide. After 2 h, an additional 1 mL of water was added along with 351 mg (5.06 mmol) of hydroxylamine hydrochloride. The solution was heated to reflux for 20 h, then cooled and concentrated. The residue was dissolved in 15 mL of 2 N aqueous hydrochloric acid and washed with 2×10 mL of e... The reactants are S(=O)([O-])[O-].[Na+].[Na+] (sodium sulfite), S(=O)(=O)([O-])[O-] (sulfate), [Ca] (calcium), C(=O)=O (carbon dioxide). Yields the product S(=O)([O-])[O-].[Ca+2] (calcium sulfite), S(=O)(=O)([O-])[O-] (sulfate), C([O-])(O)=O.[Na+] (sodium bicarbonate). Reaction SMILES: [C:1](=[O:3])=[O:2].[Ca:4].[S:5]([O-:8])([O-:7])=[O:6].[Na+:9].[Na+].[S:11]([O-:15])([O-:14])(=[O:13])=[O:12]>>[S:5]([O-:8])([O-:7])=[O:6].[Ca+2:4].[S:11]([O-:15])([O-:14])(=[O:13])=[O:12].[C:1](=[O:6])([OH:3])[O-:2].[Na+:9] |f:2.3.4,6.7,9.10|. Procedure: Another embodiment is depicted in FIG. 3 wherein the present invention is adapted to the so-called "double alkali" stack gas scrubbing system. In this alternative embodiment, a slurry 8 of finely-ground limestone is prepared in tank 10 and fed to a reactor 12 wherein it is reacted with carbon dioxide at a pressure of about 500 psig to form a pressurized slurry 9. The pressurized slurry is then introduced into a solution regenerator 14 wherein the relatively soluble unstable calcium compound read...